This data is from the Open Reaction Database (ORD), a public repository of structured organic reaction records. The task is: describe an organic reaction: reactants, conditions, products, and yield Reactants: O=C([O-])O, COCCOCn1cc(-c2ccccc2OC)c2cc(N3CCOCC3)cnc21, CCOC(C)=O, CCO, O=CO, [Na+], O. Yields the product COc1ccccc1-c1c[nH]c2ncc(N3CCOCC3)cc12. Reaction SMILES: [C:33](=[O:34])([OH:35])[O-:36].[CH3:1][O:2][CH2:3][CH2:4][O:5][CH2:6][n:7]1[cH:8][c:9](-[c:22]2[c:23]([O:28][CH3:29])[cH:24][cH:25][cH:26][cH:27]2)[c:10]2[c:11]1[n:12][cH:13][c:14]([N:16]1[CH2:17][CH2:18][O:19][CH2:20][CH2:21]1)[cH:15]2.[CH3:38][CH2:39][O:40][C:41](=[O:42])[CH3:43].[CH3:44][CH2:45][OH:46].[CH:30]([OH:31])=[O:32].[Na+:37].[OH2:47]>>[nH:7]1[cH:8][c:9](-[c:22]2[c:23]([O:28][CH3:29])[cH:24][cH:25][cH:26][cH:27]2)[c:10]2[c:11]1[n:12][cH:13][c:14]([N:16]1[CH2:17][CH2:18][O:19][CH2:20][CH2:21]1)[cH:15]2. Reactants: ClCCCCSc1ccccc1, CCC(=O)Nc1cccc(C2CCNCC2)c1. Yields the product CCC(=O)Nc1cccc(C2CCN(CCCCSc3ccccc3)CC2)c1. RXN SMILES: [Cl:1][CH2:2][CH2:3][CH2:4][CH2:5][S:6][c:7]1[cH:8][cH:9][cH:10][cH:11][cH:12]1.[NH:13]1[CH2:14][CH2:15][CH:16]([c:19]2[cH:20][c:21]([NH:25][C:26]([CH2:27][CH3:28])=[O:29])[cH:22][cH:23][cH:24]2)[CH2:17][CH2:18]1>>[CH2:2]([CH2:3][CH2:4][CH2:5][S:6][c:7]1[cH:8][cH:9][cH:10][cH:11][cH:12]1)[N:13]1[CH2:14][CH2:15][CH:16]([c:19]2[cH:20][c:21]([NH:25][C:26]([CH2:27][CH3:28])=[O:29])[cH:22][cH:23][cH:24]2)[CH2:17][CH2:18]1. Starting materials: CC(C)(C)CC(=O)O, CNC1CN(C(=O)C2CCN(C(=O)C3(C)CC3)CC2)CC1c1ccc(Cl)c(Cl)c1. As a reaction SMILES: [C:30]([CH3:31])([CH3:32])([CH3:33])[CH2:34][C:35](=[O:36])[OH:37].[Cl:1][c:2]1[cH:3][c:4]([CH:9]2[CH2:10][N:11]([C:16](=[O:17])[CH:18]3[CH2:19][CH2:20][N:21]([C:24](=[O:25])[C:26]4([CH3:29])[CH2:27][CH2:28]4)[CH2:22][CH2:23]3)[CH2:12][CH:13]2[NH:14][CH3:15])[cH:5][cH:6][c:7]1[Cl:8]>>[Cl:1][c:2]1[cH:3][c:4]([CH:9]2[CH2:10][N:11]([C:16](=[O:17])[CH:18]3[CH2:19][CH2:20][N:21]([C:24](=[O:25])[C:26]4([CH3:29])[CH2:27][CH2:28]4)[CH2:22][CH2:23]3)[CH2:12][CH:13]2[N:14]([CH3:15])[C:35]([CH2:34][C:30]([CH3:31])([CH3:32])[CH3:33])=[O:37])[cH:5][cH:6][c:7]1[Cl:8]. The product is CN(C(=O)CC(C)(C)C)C1CN(C(=O)C2CCN(C(=O)C3(C)CC3)CC2)CC1c1ccc(Cl)c(Cl)c1. Starting materials: C(C)(C)(C)[Li] (tert-butyl lithium), C1(CCCCC1)CBr (cyclohexylmethyl bromide), FC=1C=CC(=C(C1)C(CC(=O)N1CCOCC1)(C)C)OC (3-(5-fluoro-2-methoxyphenyl)-3-methyl-1-morpholin-4-ylbutan-1-one). Run in C1CCOC1 (THF), C1CCOC1 (THF). Conditions: temperature -70 celsius, time 30 minute. The product is C1(CCCCC1)CC(CC(C)(C)C1=C(C=CC(=C1)F)OC)=O (1-cyclohexyl-4-(5-fluoro-2-methoxyphenyl)-4-methylpentan-2-one). The yield is 58.4%. Reaction SMILES: [CH:1]1([CH2:7]Br)[CH2:6][CH2:5][CH2:4][CH2:3][CH2:2]1.C([Li])(C)(C)C.[F:14][C:15]1[CH:16]=[CH:17][C:18]([O:33][CH3:34])=[C:19]([C:21]([CH3:32])([CH3:31])[CH2:22][C:23](N2CCOCC2)=[O:24])[CH:20]=1>C1COCC1>[CH:1]1([CH2:7][C:23](=[O:24])[CH2:22][C:21]([C:19]2[CH:20]=[C:15]([F:14])[CH:16]=[CH:17][C:18]=2[O:33][CH3:34])([CH3:32])[CH3:31])[CH2:6][CH2:5][CH2:4][CH2:3][CH2:2]1. Reported procedure: To a solution of cyclohexylmethyl bromide (0.26 g) in THF (1 mL) cooled to −70° C. under argon, tert-butyl lithium (1.7 M in pentane, 1.8 mL) was added dropwise over 5 minutes. The mixture was stirred at −70° C. for 30 minutes. A solution of 3-(5-fluoro-2-methoxyphenyl)-3-methyl-1-morpholin-4-ylbutan-1-one (0.33 g) in THF (1 mL) was added all at once and the mixture was stirred for one hour. The reaction temperature rose to approximately −20° C. The reaction was quenched with EtOH (0.3 mL) and w... Starting materials: C1(\C=C/C(=O)O1)=O (maleic anhydride), NC1=CC=C(C(=O)O)C=C1 (p-amino benzoic acid), O (water). Run in CN(C=O)C (N,N-dimethylformamide). Reaction conditions: time 5 hour. The product is C(=O)(O)C1=CC=C(C=C1)NC(\C=C/C(=O)O)=O (N-(4-carboxyphenyl)maleamic acid). As a reaction SMILES: [C:1]1(=[O:7])[O:6][C:4](=[O:5])[CH:3]=[CH:2]1.[NH2:8][C:9]1[CH:17]=[CH:16][C:12]([C:13]([OH:15])=[O:14])=[CH:11][CH:10]=1.O>CN(C)C=O>[C:13]([C:12]1[CH:16]=[CH:17][C:9]([NH:8][C:4](=[O:5])/[CH:3]=[CH:2]\[C:1]([OH:6])=[O:7])=[CH:10][CH:11]=1)([OH:15])=[O:14]. Reported procedure: One molar equivalent of maleic anhydride and p-amino benzoic acid are dissolved in N,N-dimethylformamide (DMF), and the mixture stirred at room temperature for five hours under nitrogen atmosphere. The resulting solution is poured into a sufficient water to precipitate crude N-(4-carboxyphenyl)maleamic acid. This is filtered, dried, and recrystallized three times from water to obtain pure N-(4-carboxyphenyl)maleamic acid. Starting materials: BrC1=NN(C2=CC=C(C=C12)C(=O)NC1CN(CC(C1)CC1=C(C=CC=C1F)F)C)C(C1=CC=CC=C1)(C1=CC=CC=C1)C1=CC=CC=C1 (3-bromo-N-(5-(2,6-difluorobenzyl)-1-methylpiperidin-3-yl)-1-trityl-1H-indazole-5-carboxamide), [O-]P(=O)([O-])[O-].[K+].[K+].[K+] (Potassium phosphate tribasic), CC1=NC=CC(=C1)B1OC(C(O1)(C)C)(C)C (2-methyl-4-(4,4,5,5-tetramethyl-1,3,2-dioxaborolan-2-yl)pyridine). The reagents and catalysts are Cl[Pd]Cl.C1(=CC=CC=C1)P([C-]1C=CC=C1)C1=CC=CC=C1.[C-]1(C=CC=C1)P(C1=CC=CC=C1)C1=CC=CC=C1.[Fe+2] ([1,1′-Bis(diphenylphosphino)ferrocene]-dichloropalladium(II)). Run at temperature 80 celsius, time 16 hour. The product is FC1=C(CC2CC(CN(C2)C)NC(=O)C=2C=C3C(=NN(C3=CC2)C(C2=CC=CC=C2)(C2=CC=CC=C2)C2=CC=CC=C2)C2=CC(=NC=C2)C)C(=CC=C1)F (N-(5-(2,6-difluorobenzyl)-1-methylpiperidin-3-yl)-3-(2-methylpyridin-4-yl)-1-trityl-1H-indazole-5-carboxamide). As a reaction SMILES: Br[C:2]1[C:10]2[C:5](=[CH:6][CH:7]=[C:8]([C:11]([NH:13][CH:14]3[CH2:19][CH:18]([CH2:20][C:21]4[C:26]([F:27])=[CH:25][CH:24]=[CH:23][C:22]=4[F:28])[CH2:17][N:16]([CH3:29])[CH2:15]3)=[O:12])[CH:9]=2)[N:4]([C:30]([C:43]2[CH:48]=[CH:47][CH:46]=[CH:45][CH:44]=2)([C:37]2[CH:42]=[CH:41][CH:40]=[CH:39][CH:38]=2)[C:31]2[CH:36]=[CH:35][CH:34]=[CH:33][CH:32]=2)[N:3]=1.[O-]P([O-])([O-])=O.[K+].[K+].[K+].[CH3:57][C:58]1[CH:63]=[C:62](B2OC(C)(C)C(C)(C)O2)[CH:61]=[CH:60][N:59]=1>Cl[Pd]Cl.C1(P(C2C=CC=CC=2)[C-]2C=CC=C2)C=CC=CC=1.[C-]1(P(C2C=CC=CC=2)C2C=CC=CC=2)C=CC=C1.[Fe+2]>[F:27][C:26]1[CH:25]=[CH:24][CH:23]=[C:22]([F:28])[C:21]=1[CH2:20][CH:18]1[CH2:17][N:16]([CH3:29])[CH2:15][CH:14]([NH:13][C:11]([C:8]2[CH:9]=[C:10]3[C:5](=[CH:6][CH:7]=2)[N:4]([C:30]([C:31]2[CH:36]=[CH:35][CH:34]=[CH:33][CH:32]=2)([C:37]2[CH:38]=[CH:39][CH:40]=[CH:41][CH:42]=2)[C:43]2[CH:44]=[CH:45][CH:46]=[CH:47][CH:48]=2)[N:3]=[C:2]3[C:62]2[CH:61]=[CH:60][N:59]=[C:58]([CH3:57])[CH:63]=2)=[O:12])[CH2:19]1 |f:1.2.3.4,6.7.8.9|. Reported procedure: 3-bromo-N-(5-(2,6-difluorobenzyl)-1-methylpiperidin-3-yl)-1-trityl-1H-indazole-5-carboxamide (0.050 g, 0.0716 mmol), [1,1′-Bis(diphenylphosphino)ferrocene]-dichloropalladium(II) (0.0052 g, 0.00716 mmol), Potassium phosphate tribasic (0.046 g, 0.215 mmol) and 2-methyl-4-(4,4,5,5-tetramethyl-1,3,2-dioxaborolan-2-yl)pyridine (0.018 g, 0.0788 mmol) was added into a flask. After purging the reaction vessel with nitrogen gas, dioxane (0.215 mL) and water (0.043 mL) was added. The reaction was allowed ... Starting materials: COc1cc(OCOCC[Si](C)(C)C)ccc1-c1ccc2c(C(OC)OC)nn(COCC[Si](C)(C)C)c2c1, ClCCl, O=C(O)C(F)(F)F. The product is COc1cc(OCOCC[Si](C)(C)C)ccc1-c1ccc2c(C=O)nn(COCC[Si](C)(C)C)c2c1. As a reaction SMILES: [CH3:1][O:2][CH:3]([O:4][CH3:5])[c:6]1[n:7][n:8]([CH2:32][O:33][CH2:34][CH2:35][Si:36]([CH3:37])([CH3:38])[CH3:39])[c:9]2[cH:10][c:11](-[c:15]3[c:16]([O:30][CH3:31])[cH:17][c:18]([O:21][CH2:22][O:23][CH2:24][CH2:25][Si:26]([CH3:27])([CH3:28])[CH3:29])[cH:19][cH:20]3)[cH:12][cH:13][c:14]12.[Cl:47][CH2:48][Cl:49].[F:40][C:41]([F:42])([F:43])[C:44]([OH:45])=[O:46]>>[O:2]=[CH:3][c:6]1[n:7][n:8]([CH2:32][O:33][CH2:34][CH2:35][Si:36]([CH3:37])([CH3:38])[CH3:39])[c:9]2[cH:10][c:11](-[c:15]3[c:16]([O:30][CH3:31])[cH:17][c:18]([O:21][CH2:22][O:23][CH2:24][CH2:25][Si:26]([CH3:27])([CH3:28])[CH3:29])[cH:19][cH:20]3)[cH:12][cH:13][c:14]12. Reactants: BrC1=C(C=C(C(=O)OC(C)(C)C)C=C1OCC)OCC (tert-butyl 4-bromo-3,5-diethoxybenzoate), [Li]CCCC (n-BuLi), ice HCl, B(OC)(OC)OC (B(OMe)3). Solvent: C1CCOC1 (THF). Reaction conditions: time 1 hour. Yields the product C(C)(C)(C)OC(=O)C1=CC(=C(C(=C1)OCC)B(O)O)OCC ([4-(tert-butoxycarbonyl)-2,6-diethoxyphenyl]boronic acid). As a reaction SMILES: Br[C:2]1[C:14]([O:15][CH2:16][CH3:17])=[CH:13][C:5]([C:6]([O:8][C:9]([CH3:12])([CH3:11])[CH3:10])=[O:7])=[CH:4][C:3]=1[O:18][CH2:19][CH3:20].[Li]CCCC.[B:26](OC)([O:29]C)[O:27]C>C1COCC1>[C:9]([O:8][C:6]([C:5]1[CH:13]=[C:14]([O:15][CH2:16][CH3:17])[C:2]([B:26]([OH:29])[OH:27])=[C:3]([O:18][CH2:19][CH3:20])[CH:4]=1)=[O:7])([CH3:12])([CH3:11])[CH3:10]. Procedure details: To a stirred solution of tert-butyl 4-bromo-3,5-diethoxybenzoate (1 g) in THF (20 ml) was added n-BuLi (1.6M in hexane, 3.6 ml) at −78° C. under argon atmosphere and stirred at the same temperature for 1 h. To the mixture was added B(OMe)3 (777 ul) at −78° C. and the mixture was allowed to warm up to at room temperature. After stirring for further 1 h, the mixture was poured into ice-HCl aq., extracted with EtOAc, washed with brine and dried over sodium sulphate. After filtration and concentrati...